Dataset: the Open Reaction Database (ORD), a public repository of structured organic reaction records. Task: describe an organic reaction: reactants, conditions, products, and yield Starting materials: CC1(C)OCC(COCc2ccccc2)CO1, CO, O, Cc1ccc(S(=O)(=O)O)cc1. Yields the product OCC(CO)COCc1ccccc1. RXN SMILES: [CH2:1]([c:2]1[cH:3][cH:4][cH:5][cH:6][cH:7]1)[O:8][CH2:9][CH:10]1[CH2:11][O:12][C:13]([CH3:16])([CH3:17])[O:14][CH2:15]1.[CH3:30][OH:31].[OH2:18].[c:19]1([CH3:20])[cH:21][cH:22][c:23]([S:24]([OH:25])(=[O:26])=[O:27])[cH:28][cH:29]1>>[CH2:1]([c:2]1[cH:3][cH:4][cH:5][cH:6][cH:7]1)[O:8][CH2:9][CH:10]([CH2:11][OH:12])[CH2:15][OH:14]. The reactants are Cl (hydrochloric acid), COC1=C(C=O)C=CC(=C1)OC (2,4-dimethox-ybenzaldehyde), C(C)(=O)Cl (acetyl chloride), [Cl-].[Al+3].[Cl-].[Cl-] (aluminum chloride). Run in C(Cl)Cl (methylene chloride). Run at temperature 0 celsius. The product is C(C)(=O)C=1C(=CC(=C(C=O)C1)O)O (5-Acetyl-2,4-dihydroxybenzaldehyde). RXN SMILES: C[O:2][C:3]1[CH:10]=[C:9]([O:11]C)[CH:8]=[CH:7][C:4]=1[CH:5]=[O:6].[C:13](Cl)(=[O:15])[CH3:14].[Cl-].[Al+3].[Cl-].[Cl-].Cl>C(Cl)Cl>[C:13]([C:8]1[C:9]([OH:11])=[CH:10][C:3]([OH:2])=[C:4]([CH:7]=1)[CH:5]=[O:6])(=[O:15])[CH3:14] |f:2.3.4.5|. Procedure details: To a mixture of 49.8 g of 2,4-dimethox-ybenzaldehyde, 23.6 ml of acetyl chloride, and 1000 ml of methylene chloride cooled to approximately 0° C. were added 119.7 g of aluminum chloride with stirring under a nitrogen atmosphere. The reaction was allowed to warm to room temperature while stirring overnight. The mixture was added to a slurry of ice and concentrated hydrochloric acid. The organic layer was separated and washed with a saturated sodium chloride solution, dried over sodium sulfate, an... The reactants are CN1C(NN=C1C1=C(N=CO1)C)=S (4-Methyl-5-(4-methyl-1,3-oxazol-5-yl)-2,4-dihydro-3H-1,2,4-triazole-3-thione), CC[O-].[Na+] (NaOEt), BrCCCCl (1-bromo-3-chloropropane). The solvent is CCO (EtOH). Conditions: temperature 25 celsius. The product is ClCCCSC1=NN=C(N1C)C1=C(N=CO1)C (3-[(3-chloropropyl)thio]-4-methyl-5-(4-methyl-1,3-oxazol-5-yl)-4H-1,2,4-triazole). RXN SMILES: CC[O-].[Na+].[CH3:5][N:6]1[C:10]([C:11]2[O:15][CH:14]=[N:13][C:12]=2[CH3:16])=[N:9][NH:8][C:7]1=[S:17].Br[CH2:19][CH2:20][CH2:21][Cl:22]>CCO>[Cl:22][CH2:21][CH2:20][CH2:19][S:17][C:7]1[N:6]([CH3:5])[C:10]([C:11]2[O:15][CH:14]=[N:13][C:12]=2[CH3:16])=[N:9][N:8]=1 |f:0.1|. Reported procedure: NaOEt (21% solution in EtOH, 2.08 vol, 1.1 eq) was added to EtOH (20 vol) under nitrogen atmosphere. 4-Methyl-5-(4-methyl-1,3-oxazol-5-yl)-2,4-dihydro-3H-1,2,4-triazole-3-thione (respectively a tautomeric form thereof; 290 g, 1 wt) was added in one portion and the resulting mixture stirred at 25±2° C. until a clear solution was obtained. Then 1-bromo-3-chloropropane (0.54 vol, 1.1 eq) was added and the solution stirred at 40° C. for 24 h then cooled to 25° C. After filtration water (20 vol) was ... As a reaction SMILES: [Br:45][CH2:46][C:47](=[O:48])[O:49][C:50]([CH3:51])([CH3:52])[CH3:53].[C:39](=[O:40])([O-:41])[O-:42].[K+:43].[K+:44].[NH2:1][CH2:2][CH2:3][c:4]1[n:5][c:6](-[c:32]2[cH:33][cH:34][c:35]([CH3:38])[cH:36][cH:37]2)[n:7]([CH:9]([CH:10]([CH3:11])[CH3:12])[c:13]2[n:14][c:15]3[cH:16][c:17]([Cl:31])[cH:18][cH:19][c:20]3[c:21](=[O:30])[n:22]2[CH2:23][c:24]2[cH:25][cH:26][cH:27][cH:28][cH:29]2)[cH:8]1.[O:54]=[CH:55][N:56]([CH3:57])[CH3:58].[OH2:59]>>[NH:1]([CH2:2][CH2:3][c:4]1[n:5][c:6](-[c:32]2[cH:33][cH:34][c:35]([CH3:38])[cH:36][cH:37]2)[n:7]([CH:9]([CH:10]([CH3:11])[CH3:12])[c:13]2[n:14][c:15]3[cH:16][c:17]([Cl:31])[cH:18][cH:19][c:20]3[c:21](=[O:30])[n:22]2[CH2:23][c:24]2[cH:25][cH:26][cH:27][cH:28][cH:29]2)[cH:8]1)[CH2:46][C:47](=[O:48])[O:49][C:50]([CH3:51])([CH3:52])[CH3:53]. Product: Cc1ccc(-c2nc(CCNCC(=O)OC(C)(C)C)cn2C(c2nc3cc(Cl)ccc3c(=O)n2Cc2ccccc2)C(C)C)cc1. The reactants are CC(C)(C)OC(=O)CBr, O=C([O-])[O-], [K+], [K+], Cc1ccc(-c2nc(CCN)cn2C(c2nc3cc(Cl)ccc3c(=O)n2Cc2ccccc2)C(C)C)cc1, CN(C)C=O, O. The reactants are aqueous solution, [OH-].[Na+] (sodium hydroxide), C(C1=CC=CC=C1)OC(=O)NC1(COC1)C(C(=O)OCC)C (Ethyl 2-(3-{[(benzyloxy)carbonyl]amino}oxetan-3-yl)propanoate). The solvent is CO (methanol). Yields the product C(C1=CC=CC=C1)OC(=O)NC1(COC1)C(C(=O)O)C (2-(3-{[(Benzyloxy)carbonyl]amino}oxetan-3-yl)propanoic acid). Reaction SMILES: [CH2:1]([O:8][C:9]([NH:11][C:12]1([CH:16]([CH3:22])[C:17]([O:19]CC)=[O:18])[CH2:15][O:14][CH2:13]1)=[O:10])[C:2]1[CH:7]=[CH:6][CH:5]=[CH:4][CH:3]=1.[OH-].[Na+]>CO>[CH2:1]([O:8][C:9]([NH:11][C:12]1([CH:16]([CH3:22])[C:17]([OH:19])=[O:18])[CH2:13][O:14][CH2:15]1)=[O:10])[C:2]1[CH:7]=[CH:6][CH:5]=[CH:4][CH:3]=1 |f:1.2|. Reported procedure: Ethyl 2-(3-{[(benzyloxy)carbonyl]amino}oxetan-3-yl)propanoate (Preparation 29, 43 g, 140 mmol) was stirred in methanol (200 mL) and a 1M aqueous solution of sodium hydroxide (200 mL) for 18 hours at room temperature. The reaction was concentrated in vacuo and partitioned between diethyl ether and water. The pH of the aqueous layer was adjusted to pH3 with potassium hydrogen sulphate and extracted with dichloromethane. The organic layer was dried over MgSO4 and concentrated in vacuo to afford the... The reactants are FC(C1(NN(C=C1)C1=CC(=CC=C1)C#N)C(=O)O)(F)F (3-(trifluoromethyl)-1-(3-cyanophenyl)-1H-pyrazolecarboxylic acid), S(=O)(Cl)Cl (thionyl chloride), CC(C)(C)C1N(S(C2=C1C=CC=C2C2=CC=C(C=C2)N)(=O)=O)C(=O)[O-] (1,1-dimethylethyl-7-(4-aminophenyl)-1,2-benzisothiazole-2(3H)-carboxylate 1,1-dioxide), FC(C(=O)O)(F)F (trifluoroacetic acid). The reagents and catalysts are CN(C)C=1C=CN=CC1 (DMAP), [Pd] (palladium on carbon). Solvent: C(C)#N (acetonitrile), CO (methanol), C(Cl)Cl (methylene chloride). Conditions: temperature 50 celsius, time 18 hour. Product: FC(C(=O)O)(F)F (trifluoroacetic acid), NCC=1C=C(C=CC1)N1N=C(C=C1C(=O)NC1=CC=C(C=C1)C1=CC=CC=2CN(S(C21)(=O)=O)C(=O)OC(C)(C)C)C(F)(F)F (1,1-dimethylethyl 7-[4-[[[1-[3-(aminomethyl)phenyl]-3-(trifluoromethyl)-1H-pyrazol-5-yl]carbonyl]amino]phenyl]-1,2-benzisothiazole-2(3H)-carboxylate 1,1-dioxide). The yield is 15.0%. Reaction SMILES: [F:1][C:2]([F:20])([F:19])[C:3]1(C(O)=O)[CH:7]=[CH:6][N:5]([C:8]2[CH:13]=[CH:12][CH:11]=[C:10]([C:14]#[N:15])[CH:9]=2)[NH:4]1.S(Cl)(Cl)=O.CC([CH:29]1[C:33]2[CH:34]=[CH:35][CH:36]=[C:37]([C:38]3[CH:43]=[CH:42][C:41]([NH2:44])=[CH:40][CH:39]=3)[C:32]=2[S:31](=[O:46])(=[O:45])[N:30]1[C:47]([O-:49])=[O:48])(C)C.[F:50][C:51]([F:56])([F:55])[C:52]([OH:54])=[O:53]>C(#N)C.CN(C1C=CN=CC=1)C.C(Cl)Cl.CO.[Pd]>[F:50][C:51]([F:56])([F:55])[C:52]([OH:54])=[O:53].[NH2:15][CH2:14][C:10]1[CH:9]=[C:8]([N:5]2[C:6]([C:52]([NH:44][C:41]3[CH:40]=[CH:39][C:38]([C:37]4[C:32]5[S:31](=[O:46])(=[O:45])[N:30]([C:47]([O:49][C:10]([CH3:14])([CH3:11])[CH3:9])=[O:48])[CH2:29][C:33]=5[CH:34]=[CH:35][CH:36]=4)=[CH:43][CH:42]=3)=[O:54])=[CH:7][C:3]([C:2]([F:1])([F:19])[F:20])=[N:4]2)[CH:13]=[CH:12][CH:11]=1. Procedure details: To the solution of 3-(trifluoromethyl)-1-(3-cyanophenyl)-1H-pyrazolecarboxylic acid (0.1 g, 0.3 mmol) in dry acetonitrile (10 mL) was added thionyl chloride (0.15 mL, 1.8 mmol). The reaction mixture was warmed up at 50° C. for 1 h. The solvent and excess of thionyl chloride were removed under reduced pressure and dried on a vacuum pump over 18 h. To this dried resudue was added a mixture of 1,1-dimethylethyl-7-(4-aminophenyl)-1,2-benzisothiazole-2(3H)-carboxylate 1,1-dioxide (0.1 g, 0.3 mmol) an...